describe an organic reaction: reactants, conditions, products, and yield From a dataset of the Open Reaction Database (ORD), a public repository of structured organic reaction records. Starting materials: FC1=C(C(=O)Cl)C=CC(=C1)F (2,4-difluorobenzoyl chloride), Br (hydrogen bromide), BrCCCCCCBr (1,6-dibromohexane), C(C=C)NC (N-allyl-methyl-amine), FC1=C(C=C(C=C1)F)OC (2,5-difluoroanisole), FC1=C(C=CC(=C1)F)C(=O)C1=C(C=C(C(=C1)F)OC)F ((2,4-difluoro-phenyl)-(2,5-difluoro-4-methoxy-phenyl)-methanone). Procedure details: from 2,4-difluorobenzoyl chloride and 2,5-difluoroanisole via (2,4-difluoro-phenyl)-(2,5-difluoro-4-methoxy-phenyl)-methanone, which is deprotected with hydrogen bromide and reacted with 1,6-dibromohexane and N-allyl-methyl-amine, there is obtained [4-[6-(allyl-methyl-amino)-hexyloxy]-2,5-difluoro-phenyl]-(2,4-difluoro-phenyl)-methanone-hydrochloride (1:1), MS: m/e 423 (M), Product: Cl.C(C=C)N(CCCCCCOC1=CC(=C(C=C1F)C(=O)C1=C(C=C(C=C1)F)F)F)C ([4-[6-(allyl-methyl-amino)-hexyloxy]-2,5-difluoro-phenyl]-(2,4-difluoro-phenyl)-methanone-hydrochloride). RXN SMILES: F[C:2]1[CH:10]=[C:9](F)[CH:8]=[CH:7]C=1C([Cl:6])=O.FC1C=CC(F)=CC=1OC.[F:22][C:23]1[CH:28]=[C:27]([F:29])[CH:26]=[CH:25][C:24]=1[C:30]([C:32]1[CH:37]=[C:36]([F:38])[C:35]([O:39][CH3:40])=[CH:34][C:33]=1[F:41])=[O:31].Br.BrCCCCCCBr.[CH2:51]([NH:54][CH3:55])[CH:52]=[CH2:53]>>[ClH:6].[CH2:51]([N:54]([CH3:55])[CH2:7][CH2:8][CH2:9][CH2:10][CH2:2][CH2:40][O:39][C:35]1[C:36]([F:38])=[CH:37][C:32]([C:30]([C:24]2[CH:25]=[CH:26][C:27]([F:29])=[CH:28][C:23]=2[F:22])=[O:31])=[C:33]([F:41])[CH:34]=1)[CH:52]=[CH2:53] |f:6.7|. The reactants are O=C(n1ccnc1)n1ccnc1, CCCN, Cc1c(C)c2c(c(C)c1O)CCC(C)(C(=O)O)O2. Product: CCCNC(=O)C1(C)CCc2c(C)c(O)c(C)c(C)c2O1. As a reaction SMILES: [C:19]([n:20]1[cH:21][cH:22][n:23][cH:24]1)([n:25]1[cH:26][cH:27][n:28][cH:29]1)=[O:30].[CH3:31][CH2:32][CH2:33][NH2:34].[OH:1][c:2]1[c:3]([CH3:18])[c:4]2[c:9]([c:10]([CH3:13])[c:11]1[CH3:12])[O:8][C:7]([C:14](=[O:15])[OH:16])([CH3:17])[CH2:6][CH2:5]2>>[OH:1][c:2]1[c:3]([CH3:18])[c:4]2[c:9]([c:10]([CH3:13])[c:11]1[CH3:12])[O:8][C:7]([C:14](=[O:16])[NH:34][CH2:33][CH2:32][CH3:31])([CH3:17])[CH2:6][CH2:5]2.